This data is from the Open Reaction Database (ORD), a public repository of structured organic reaction records. The task is: describe an organic reaction: reactants, conditions, products, and yield Starting materials: C, CO, Cc1cc([N+](=O)[O-])cc(C)c1F, [H][H], [Pd]. Product: Cc1cc(N)cc(C)c1F. RXN SMILES: [C:17].[CH3:15][OH:16].[CH3:1][c:2]1[cH:3][c:4]([N+:10]([O-:11])=[O:12])[cH:5][c:6]([CH3:9])[c:7]1[F:8].[H:13][H:14].[Pd:18]>>[CH3:1][c:2]1[cH:3][c:4]([NH2:10])[cH:5][c:6]([CH3:9])[c:7]1[F:8]. Reaction SMILES: [CH2:1]([CH3:2])[NH:3][C:4](=[O:5])[c:6]1[n:7][cH:8][c:9](-[c:12]2[cH:13][c:14]3[c:15]([n:16][cH:17]2)[nH:18][cH:19][cH:20]3)[cH:10][cH:11]1.[CH3:41][OH:42].[ClH:40].[F:21][c:22]1[c:23]([NH:31][S:32](=[O:33])(=[O:34])[CH2:35][CH2:36][CH3:37])[cH:24][cH:25][c:26]([F:30])[c:27]1[CH:28]=[O:29].[K+:39].[OH-:38]>>[CH2:1]([CH3:2])[NH:3][C:4](=[O:5])[c:6]1[n:7][cH:8][c:9](-[c:12]2[cH:13][c:14]3[c:15]([n:16][cH:17]2)[nH:18][cH:19][c:20]3[CH:28]([c:27]2[c:22]([F:21])[c:23]([NH:31][S:32](=[O:33])(=[O:34])[CH2:35][CH2:36][CH3:37])[cH:24][cH:25][c:26]2[F:30])[OH:29])[cH:10][cH:11]1. Yields the product CCCS(=O)(=O)Nc1ccc(F)c(C(O)c2c[nH]c3ncc(-c4ccc(C(=O)NCC)nc4)cc23)c1F. The reactants are CCNC(=O)c1ccc(-c2cnc3[nH]ccc3c2)cn1, CO, Cl, CCCS(=O)(=O)Nc1ccc(F)c(C=O)c1F, [K+], [OH-].